Dataset: the Open Reaction Database (ORD), a public repository of structured organic reaction records. Task: describe an organic reaction: reactants, conditions, products, and yield Starting materials: C1COCCO1, CC(C)C1(C(=O)N2CCN(c3cc(C(F)(F)F)ccn3)CC2)CCC(NC(=O)OC(C)(C)C)C1, Cl. Yields the product CC(C)C1(C(=O)N2CCN(c3cc(C(F)(F)F)ccn3)CC2)CCC(N)C1. RXN SMILES: [CH2:36]1[O:37][CH2:38][CH2:39][O:40][CH2:41]1.[CH:1]([CH3:2])([CH3:3])[C:4]1([C:17](=[O:18])[N:19]2[CH2:20][CH2:21][N:22]([c:25]3[n:26][cH:27][cH:28][c:29]([C:31]([F:32])([F:33])[F:34])[cH:30]3)[CH2:23][CH2:24]2)[CH2:5][CH:6]([NH:9][C:10](=[O:11])[O:12][C:13]([CH3:14])([CH3:15])[CH3:16])[CH2:7][CH2:8]1.[ClH:35]>>[CH:1]([CH3:2])([CH3:3])[C:4]1([C:17](=[O:18])[N:19]2[CH2:20][CH2:21][N:22]([c:25]3[n:26][cH:27][cH:28][c:29]([C:31]([F:32])([F:33])[F:34])[cH:30]3)[CH2:23][CH2:24]2)[CH2:5][CH:6]([NH2:9])[CH2:7][CH2:8]1. The reactants are C1(=CC=CC=C1)CN(C1=CC=C(C=O)C=C1)CC1=CC=CC=C1 (4-(bis(phenylmethyl)amino]benzaldehyde), C(#N)CC(=O)OC (methyl cyanoacetate). The reagents and catalysts are N1CCCCC1 (piperidine). Solvent: CO (methanol). Product: C1(=CC=CC=C1)CN(C1=CC=C(C=C1)C=C(C(=O)OC)C#N)CC1=CC=CC=C1 (methyl 3-[4-[bis(phenylmethyl)amino]phenyl]-2-cyano-propenoate). RXN SMILES: [C:1]1([CH2:7][N:8]([CH2:17][C:18]2[CH:23]=[CH:22][CH:21]=[CH:20][CH:19]=2)[C:9]2[CH:16]=[CH:15][C:12]([CH:13]=O)=[CH:11][CH:10]=2)[CH:6]=[CH:5][CH:4]=[CH:3][CH:2]=1.[C:24]([CH2:26][C:27]([O:29][CH3:30])=[O:28])#[N:25]>N1CCCCC1.CO>[C:18]1([CH2:17][N:8]([CH2:7][C:1]2[CH:6]=[CH:5][CH:4]=[CH:3][CH:2]=2)[C:9]2[CH:10]=[CH:11][C:12]([CH:13]=[C:26]([C:24]#[N:25])[C:27]([O:29][CH3:30])=[O:28])=[CH:15][CH:16]=2)[CH:19]=[CH:20][CH:21]=[CH:22][CH:23]=1. Procedure details: A mixture of 4-(bis(phenylmethyl)amino]benzaldehyde (60.2 g, 0.20 mol), methyl cyanoacetate (21.8 g, 0.22 mol), methanol (300 mL), and piperidine (10 drops) is heated at reflux for 1.5 hours. After cooling, the yellow product is collected by filtration, washed with methanol, and dried in air. The yellow colorant, methyl 3-[4-[bis(phenylmethyl)amino]phenyl]-2-cyano-propenoate, is obtained in a yield of 53.5 g (70.0% of theory).